Task: describe an organic reaction: reactants, conditions, products, and yield. Dataset: the Open Reaction Database (ORD), a public repository of structured organic reaction records Starting materials: CCNCC, C1CCOC1, Cc1ccc(S(=O)(=O)OCCOc2ccc3[nH]nc(S(=O)(=O)c4ccccc4)c3c2)cc1. The product is CCN(CC)CCOc1ccc2[nH]nc(S(=O)(=O)c3ccccc3)c2c1. RXN SMILES: [CH2:33]([CH3:34])[NH:35][CH2:36][CH3:37].[CH2:38]1[O:39][CH2:40][CH2:41][CH2:42]1.[c:1]1([S:7](=[O:8])(=[O:9])[c:10]2[n:11][nH:12][c:13]3[cH:14][cH:15][c:16]([O:19][CH2:20][CH2:21][O:22][S:23]([c:24]4[cH:25][cH:26][c:27]([CH3:28])[cH:29][cH:30]4)(=[O:31])=[O:32])[cH:17][c:18]23)[cH:2][cH:3][cH:4][cH:5][cH:6]1>>[c:1]1([S:7](=[O:8])(=[O:9])[c:10]2[n:11][nH:12][c:13]3[cH:14][cH:15][c:16]([O:19][CH2:20][CH2:21][N:35]([CH2:33][CH3:34])[CH2:36][CH3:37])[cH:17][c:18]23)[cH:2][cH:3][cH:4][cH:5][cH:6]1. The reactants are solution, Cl (hydrogen chloride), COC=1C=C(C=CC1)CCC1=C(OC[C@H]2CN(CCC2)C)C=CC=C1 ((R)-3-{2-[2-(3-methoxyphenyl)ethyl]phenoxymethyl}-1-methylpiperidine). Run in O1CCOCC1 (dioxane), O1CCOCC1 (dioxane). Yields the product Cl.COC=1C=C(C=CC1)CCC1=C(OC[C@H]2CN(CCC2)C)C=CC=C1 ((R)-3-{2-[2-(3-Methoxyphenyl)ethyl]phenoxymethyl}-1-methylpiperidine hydrochloride). Yield: 82.0%. Reaction SMILES: [CH3:1][O:2][C:3]1[CH:4]=[C:5]([CH2:9][CH2:10][C:11]2[CH:25]=[CH:24][CH:23]=[CH:22][C:12]=2[O:13][CH2:14][C@@H:15]2[CH2:20][CH2:19][CH2:18][N:17]([CH3:21])[CH2:16]2)[CH:6]=[CH:7][CH:8]=1.[ClH:26]>O1CCOCC1>[ClH:26].[CH3:1][O:2][C:3]1[CH:4]=[C:5]([CH2:9][CH2:10][C:11]2[CH:25]=[CH:24][CH:23]=[CH:22][C:12]=2[O:13][CH2:14][C@@H:15]2[CH2:20][CH2:19][CH2:18][N:17]([CH3:21])[CH2:16]2)[CH:6]=[CH:7][CH:8]=1 |f:3.4|. Procedure details: 0.43 g of (R)-3-{2-[2-(3-methoxyphenyl)ethyl]phenoxymethyl}-1-methylpiperidine [prepared as described in step (b) above] was dissolved in 1 ml of dioxane, and 0.38 ml of a 4N solution of hydrogen chloride in dioxane was added to the solution, which was then concentrated by distillation under reduced pressure. The resulting oil was dissolved in 10 ml of ethyl acetate, and the solution was allowed to stand at room temperature. The crystals which precipitated were collected by filtration and dried ... Starting materials: NC1=CC(=NN1C1=CC(=NC=N1)NC)C (6-(5-amino-3-methyl-1H-pyrazol-1-yl)-N-methylpyrimidin-4-amine), C(C)(C)(C)OC(NC1=CC(=C(C=C1)C)Br)=O (3-bromo-4-methylphenyl carbamic acid tert-butyl ester), C(=O)([O-])[O-].[Cs+].[Cs+] (Cs2CO3), C1(=CC=CC=C1)P(C1=CC=CC=2C(C3=CC=CC(=C3OC12)P(C1=CC=CC=C1)C1=CC=CC=C1)(C)C)C1=CC=CC=C1 (4,5-bis(diphenylphosphino)-9,9-dimethylxanthene). The reagents and catalysts are CC(=O)[O-].CC(=O)[O-].[Pd+2] (Pd(OAc)2). The solvent is O1CCOCC1 (1,4-dioxane). Conditions: temperature 120 celsius. Yields the product CC1=C(C=C(C=C1)NC(OC(C)(C)C)=O)NC1=CC(=NN1C1=NC=NC(=C1)NC)C (tert-butyl 4-methyl-3-(3-methyl-1-(6-(methylamino)-pyrimidin-4-yl)-1H-pyrazol-5-ylamino)phenylcarbamate). Reaction SMILES: [NH2:1][C:2]1[N:6]([C:7]2[N:12]=[CH:11][N:10]=[C:9]([NH:13][CH3:14])[CH:8]=2)[N:5]=[C:4]([CH3:15])[CH:3]=1.[C:16]([O:20][C:21](=[O:31])[NH:22][C:23]1[CH:28]=[CH:27][C:26]([CH3:29])=[C:25](Br)[CH:24]=1)([CH3:19])([CH3:18])[CH3:17].C([O-])([O-])=O.[Cs+].[Cs+].C1(P(C2C=CC=CC=2)C2C3OC4C(=CC=CC=4P(C4C=CC=CC=4)C4C=CC=CC=4)C(C)(C)C=3C=CC=2)C=CC=CC=1>CC([O-])=O.CC([O-])=O.[Pd+2].O1CCOCC1>[CH3:29][C:26]1[CH:25]=[CH:24][C:23]([NH:22][C:21](=[O:31])[O:20][C:16]([CH3:18])([CH3:17])[CH3:19])=[CH:28][C:27]=1[NH:1][C:2]1[N:6]([C:7]2[CH:8]=[C:9]([NH:13][CH3:14])[N:10]=[CH:11][N:12]=2)[N:5]=[C:4]([CH3:15])[CH:3]=1 |f:2.3.4,6.7.8|. Procedure details: To a high pressure tube is added 6-(5-amino-3-methyl-1H-pyrazol-1-yl)-N-methylpyrimidin-4-amine 29 (2.0 g, 9.8 mmol), 3-bromo-4-methylphenyl carbamic acid tert-butyl ester 37 (2.4 g, 10.8 mmol), Pd(OAc)2 (132 mg, 0.59 mmol), Cs2CO3 (3.5 g, 10.8 mmol), 4,5-bis(diphenylphosphino)-9,9-dimethylxanthene (340 mg, 0.59 mmol) and 1,4-dioxane (30 mL). The mixture is flushed with N2 at 0° C. for a few minutes, then heated to 120° C. for 2 days. The mixture is poured into water and extracted with EtOAc. Th... Starting materials: CC(=O)O[BH-](OC(C)=O)OC(C)=O, O=C([O-])O, C1CCNC1, Cc1c(F)cc(C(=O)NC2CC2)cc1-n1ccnc(NC(c2ccccc2)C(C)C=O)c1=O, CCN(C(C)C)C(C)C, ClCCl, [Na+], [Na+]. The product is Cc1c(F)cc(C(=O)NC2CC2)cc1-n1ccnc(NC(c2ccccc2)C(C)CN2CCCC2)c1=O. Reaction SMILES: [C:1]([O:2][BH-:3]([O:4][C:5](=[O:6])[CH3:7])[O:8][C:9](=[O:10])[CH3:11])(=[O:12])[CH3:13].[C:62](=[O:63])([OH:64])[O-:65].[CH2:48]1[CH2:49][CH2:50][NH:51][CH2:52]1.[CH:15]1([NH:18][C:19]([c:20]2[cH:21][c:22]([F:46])[c:23]([CH3:45])[c:24](-[n:26]3[c:27](=[O:44])[c:28]([NH:32][CH:33]([CH:34]([CH:35]=[O:36])[CH3:37])[c:38]4[cH:39][cH:40][cH:41][cH:42][cH:43]4)[n:29][cH:30][cH:31]3)[cH:25]2)=[O:47])[CH2:16][CH2:17]1.[CH:53]([N:54]([CH2:55][CH3:56])[CH:57]([CH3:58])[CH3:59])([CH3:60])[CH3:61].[Cl:67][CH2:68][Cl:69].[Na+:14].[Na+:66]>>[CH:15]1([NH:18][C:19]([c:20]2[cH:21][c:22]([F:46])[c:23]([CH3:45])[c:24](-[n:26]3[c:27](=[O:44])[c:28]([NH:32][CH:33]([CH:34]([CH2:35][N:51]4[CH2:50][CH2:49][CH2:48][CH2:52]4)[CH3:37])[c:38]4[cH:39][cH:40][cH:41][cH:42][cH:43]4)[n:29][cH:30][cH:31]3)[cH:25]2)=[O:47])[CH2:16][CH2:17]1. The reactants are C(CCCCCCCCCCC)C1=NOC(=C1)C(C(=O)O)C1=CC=CC=C1 (3-dodecyl-α-phenyl-5-isoxazole acetic acid), C(CCCCCCCCCCC)C1=CC(=NO1)C(C(=O)O)C1=CC=CC=C1 (5-dodecyl-α-phenyl-3-isoxazole acetic acid), FC1=C(N)C=CC(=C1)F (2,4-difluoroaniline). Yields the product FC1=C(C=CC(=C1)F)NC(C(C1=CC(=NO1)CCCCCCCCCCCC)C1=CC=CC=C1)=O ((±)-N-(2,4,-difluorophenyl)-3-dodecyl-α-phenyl-5-isoxazole acetamide). As a reaction SMILES: [CH2:1]([C:13]1[CH:17]=[C:16]([CH:18]([C:22]2[CH:27]=[CH:26][CH:25]=[CH:24][CH:23]=2)[C:19]([OH:21])=O)[O:15][N:14]=1)[CH2:2][CH2:3][CH2:4][CH2:5][CH2:6][CH2:7][CH2:8][CH2:9][CH2:10][CH2:11][CH3:12].C(C1ON=C(C(C2C=CC=CC=2)C(O)=O)C=1)CCCCCCCCCCC.[F:55][C:56]1[CH:62]=[C:61]([F:63])[CH:60]=[CH:59][C:57]=1[NH2:58]>>[F:55][C:56]1[CH:62]=[C:61]([F:63])[CH:60]=[CH:59][C:57]=1[NH:58][C:19](=[O:21])[CH:18]([C:22]1[CH:27]=[CH:26][CH:25]=[CH:24][CH:23]=1)[C:16]1[O:15][N:14]=[C:13]([CH2:1][CH2:2][CH2:3][CH2:4][CH2:5][CH2:6][CH2:7][CH2:8][CH2:9][CH2:10][CH2:11][CH3:12])[CH:17]=1. Procedure details: In a manner similar to Example 128, a mixture of 3-dodecyl-α-phenyl-5-isoxazole acetic acid and 5-dodecyl-α-phenyl-3-isoxazole acetic acid was condensed with 2,4-difluoroaniline to give, after chromatography, pure title compound; mp 68°-70° C. The reactants are C(C)(=O)NC=1SC(=C(N1)C(=O)OCC)CC1=CC(=CC=C1)S(=O)(=O)C (Ethyl 2-(acetylamino)-5-[3-(methylsulfonyl)benzyl]-1,3-thiazole-4-carboxylate), [H-].[Al+3].[Li+].[H-].[H-].[H-] (lithium aluminium hydride). Solvent: C1CCOC1 (THF). Run at time 1 hour. The product is C(=O)C=1N=C(SC1CC1=CC(=CC=C1)S(=O)(=O)C)NC(C)=O (N-{4-formyl-5-[3-(methylsulfonyl)benzyl]-1,3-thiazol-2-yl}acetamide). Yield: 126.4%. Reaction SMILES: [C:1]([NH:4][C:5]1[S:6][C:7]([CH2:15][C:16]2[CH:21]=[CH:20][CH:19]=[C:18]([S:22]([CH3:25])(=[O:24])=[O:23])[CH:17]=2)=[C:8]([C:10](OCC)=[O:11])[N:9]=1)(=[O:3])[CH3:2].[H-].[Al+3].[Li+].[H-].[H-].[H-]>C1COCC1>[CH:10]([C:8]1[N:9]=[C:5]([NH:4][C:1](=[O:3])[CH3:2])[S:6][C:7]=1[CH2:15][C:16]1[CH:21]=[CH:20][CH:19]=[C:18]([S:22]([CH3:25])(=[O:24])=[O:23])[CH:17]=1)=[O:11] |f:1.2.3.4.5.6|. Reported procedure: Ethyl 2-(acetylamino)-5-[3-(methylsulfonyl)benzyl]-1,3-thiazole-4-carboxylate (54.7 mg) was suspended in THF (1 ml) under N2 atmosphere, and then lithium aluminium hydride (7.79 mg) was added portionwise to the suspension at 0° C. The reaction mixture was refluxed for 2.5 hours, and quenched with MeOH and 1N—HCl at 0° C. Anhydrous MgSO4 was added to the mixture, and stirred at r.t. for 1 hour. The suspension was filtered in vacuo. The filtrate was concentrated in vacuo. The residual oil (114.8 m... Starting materials: CN1C=C(C2=CC=CC=C12)C(=O)NC(C)C1=CN=C(N=N1)NC1=CC(=C(C(=C1)OC)OC)OC (1-methyl-N-(1-{3-[(3,4,5-trimethoxyphenyl)amino]-1,2,4-triazin-6-yl}ethyl)-1H-indole-3-carboxamide), P(=O)(Cl)(Cl)Cl (phosphorous oxychloride), CN1C=C(C2=CC=CC=C12)C(=O)NC(C)C1=CN=C(N=N1)NC1=CC(=C(C(=C1)OC)OC)OC (1-methyl-N-(1-{3-[(3,4,5-trimethoxyphenyl)amino]-1,2,4-triazin-6-yl}ethyl)-1H-indole-3-carboxamide), N1N=CN=C1 (1,2,4-triazole). The solvent is N1=CC=CC=C1 (pyridine). Product: CC=1N=C(N2N=C(N=CC21)NC2=CC(=C(C(=C2)OC)OC)OC)C2=CN(C1=CC=CC=C21)C (5-methyl-7-(1-methyl-1H-indol-3-yl)-N-(3,4,5-trimethoxyphenyl)-imidazo[5,1-f][1,2,4]triazin-2-amine). Yield: 58.8%. RXN SMILES: [CH3:1][N:2]1[C:10]2[C:5](=[CH:6][CH:7]=[CH:8][CH:9]=2)[C:4]([C:11]([NH:13][CH:14]([C:16]2[N:21]=[N:20][C:19]([NH:22][C:23]3[CH:28]=[C:27]([O:29][CH3:30])[C:26]([O:31][CH3:32])=[C:25]([O:33][CH3:34])[CH:24]=3)=[N:18][CH:17]=2)[CH3:15])=O)=[CH:3]1.N1C=NC=N1.P(Cl)(Cl)(Cl)=O>N1C=CC=CC=1>[CH3:15][C:14]1[N:13]=[C:11]([C:4]2[C:5]3[C:10](=[CH:9][CH:8]=[CH:7][CH:6]=3)[N:2]([CH3:1])[CH:3]=2)[N:21]2[C:16]=1[CH:17]=[N:18][C:19]([NH:22][C:23]1[CH:28]=[C:27]([O:29][CH3:30])[C:26]([O:31][CH3:32])=[C:25]([O:33][CH3:34])[CH:24]=1)=[N:20]2. Procedure details: In a similar manner as described for Example 9, 1-methyl-N-(1-{3-[(3,4,5-trimethoxyphenyl)amino]-1,2,4-triazin-6-yl}ethyl)-1H-indole-3-carboxamide (Intermediate 36) (180 mg, 0.39 mmol), and 1,2,4-triazole (165 mg, 2.34 mmol) in pyridine (3 mL) and phosphorous oxychloride (0.11 mL, 1.2 mmol) gave 5-methyl-7-(1-methyl-1H-indol-3-yl)-N-(3,4,5-trimethoxyphenyl)-imidazo[5,1-f][1,2,4]triazin-2-amine (102 mg, 59%) as a yellow solid. 1H NMR (DMSO-d6): δ9.47 (s, 1H), 9.16 (s, 1H), 8.52 (d, J=7.87 Hz, 1H)...